From a dataset of the Open Reaction Database (ORD), a public repository of structured organic reaction records. describe an organic reaction: reactants, conditions, products, and yield Reactants: C(C)OC([C@H](CC1=CC=C(C=C1)OCC(=O)O)OC)=O ((2S)-3-(4-carboxymethoxy-phenyl)-2-methoxy-propionic acid ethyl ester), C(CCCCCC)N (heptylamine), C(C)O[C@H](C(=O)O)CC1=CC=C(C=C1)O[C@H](C)C(NCCC1=CC=C(C=C1)OC1=CC=CC=C1)=O ((2S,1R)-2-ethoxy-3-(4-{1-[2-(4-phenoxy-phenyl)-ethylcarbamoyl]-ethoxy}-phenyl)-propionic acid). Yields the product C(CCCCCC)NC(=O)COC1=CC=C(C=C1)C[C@@H](C(=O)O)OC ((2S)-3-(4-heptylcarbamoylmethoxy-phenyl)-2-methoxy-propionic acid). Reaction SMILES: C(OC(=O)[C@@H](OC)CC1C=CC(OCC(O)=O)=CC=1)C.C(N)CCCCCC.[CH2:29]([O:31][C@@H:32]([CH2:36][C:37]1[CH:42]=[CH:41][C:40]([O:43][C@@H:44]([C:46](=[O:63])[NH:47][CH2:48][CH2:49][C:50]2C=[CH:54][C:53](OC3C=CC=CC=3)=[CH:52][CH:51]=2)C)=[CH:39][CH:38]=1)[C:33]([OH:35])=[O:34])C>>[CH2:48]([NH:47][C:46]([CH2:44][O:43][C:40]1[CH:41]=[CH:42][C:37]([CH2:36][C@H:32]([O:31][CH3:29])[C:33]([OH:35])=[O:34])=[CH:38][CH:39]=1)=[O:63])[CH2:49][CH2:50][CH2:51][CH2:52][CH2:53][CH3:54]. Procedure: The title compound was prepared from (2S)-3-(4-carboxymethoxy-phenyl)-2-methoxy-propionic acid ethyl ester (PREPARATION 3, step 2) and heptylamine via the same procedure used for the preparation of (2S,1R)-2-ethoxy-3-(4-{1-[2-(4-phenoxy-phenyl)-ethylcarbamoyl]-ethoxy}-phenyl)-propionic acid (Example 1, step 3) to produce a colorless oil. MS (ES) for C19H29NO5 [M−H]−: 352. Starting materials: FC=1C=C(C=CC1OC1=C2C(=NC=C1)C=C(S2)C=2N=CN(C2)C)NC(CC(=O)NC2=CC=CC=C2)=O (N1-(3-fluoro-4-(2-(1-methyl-1H-imidazol-4-yl)thieno[3,2-b]pyridin-7-yloxy)phenyl)-N3-phenylmalonamide), FC=1C=C(N)C=CC1OC1=C2C(=NC=C1)C=C(S2)C=2CCN(CC2)C (3-Fluoro-4-(2-(1-methyl-1,2,3,6-tetrahydropyridin-4-yl)thieno[3,2-b]pyridin-7-yloxy)aniline), CN(C(CC(=O)O)=O)C1=CC=CC=C1 (3-(Methyl(phenyl)amino)-3-oxopropanoic acid), CCCCCCCCCCCCN (amine 12). Yields the product FC=1C=C(C=CC1OC1=C2C(=NC=C1)C=C(S2)C=2CCN(CC2)C)NC(CC(=O)N(C2=CC=CC=C2)C)=O (N1-(3-Fluoro-4-(2-(1-methyl-1,2,3,6-tetrahydropyridin-4-yl)thieno[3,2-b]pyridin-7-yloxy)phenyl)-N3-methyl-N3-phenylmalonamide). The yield is 44.0%. As a reaction SMILES: FC1C=C(NC(=O)CC(NC2C=CC=CC=2)=O)C=CC=1OC1C=CN=C2C=C(C3N=CN(C)C=3)SC=12.[CH3:37][N:38]([C:45]1[CH:50]=[CH:49][CH:48]=[CH:47][CH:46]=1)[C:39](=[O:44])[CH2:40][C:41]([OH:43])=O.CCCCCCCCCCCCN.[F:64][C:65]1[CH:66]=[C:67]([CH:69]=[CH:70][C:71]=1[O:72][C:73]1[CH:78]=[CH:77][N:76]=[C:75]2[CH:79]=[C:80]([C:82]3[CH2:83][CH2:84][N:85]([CH3:88])[CH2:86][CH:87]=3)[S:81][C:74]=12)[NH2:68]>>[F:64][C:65]1[CH:66]=[C:67]([NH:68][C:41](=[O:43])[CH2:40][C:39]([N:38]([CH3:37])[C:45]2[CH:50]=[CH:49][CH:48]=[CH:47][CH:46]=2)=[O:44])[CH:69]=[CH:70][C:71]=1[O:72][C:73]1[CH:78]=[CH:77][N:76]=[C:75]2[CH:79]=[C:80]([C:82]3[CH2:83][CH2:84][N:85]([CH3:88])[CH2:86][CH:87]=3)[S:81][C:74]=12. Procedure details: Following the procedure described above for the compound 5c (scheme 3) but replacing acid 1 with the acid 31 and amine 12 with amine 260; the title compound 256 was obtained in 44% yield. 1H NMR (400 MHz, DMSO-d6) δ (ppm): 10.31 (s, 1H), 8.44 (d, J=5.48 Hz, 1H), 7.79 (d, 12.72 Hz, 1H), 7.5-7.3 (m, 8H), 6.59 (d, J=5.48 Hz, 1H), 6.38 (t, J=3.52 Hz, 1H), 3.22 (s, 2H), 3.21 (s, 3H), 3.08 (m, 2H), 2.61 (m, 4H), 2.30 (s, 3H). MS (m/z): (M+1) 531.0 (100%).